Dataset: the Open Reaction Database (ORD), a public repository of structured organic reaction records. Task: describe an organic reaction: reactants, conditions, products, and yield Starting materials: CC#N, Cc1cc(CCl)c2ccccc2n1, [K+], [K+], O=C([O-])[O-], Oc1ccc(I)cc1. Yields the product Cc1cc(COc2ccc(I)cc2)c2ccccc2n1. Reaction SMILES: [CH3:28][C:29]#[N:30].[Cl:1][CH2:2][c:3]1[cH:4][c:5]([CH3:13])[n:6][c:7]2[cH:8][cH:9][cH:10][cH:11][c:12]12.[K+:22].[K+:23].[O-:24][C:25]([O-:26])=[O:27].[OH:14][c:15]1[cH:16][cH:17][c:18]([I:19])[cH:20][cH:21]1>>[CH2:2]([c:3]1[cH:4][c:5]([CH3:13])[n:6][c:7]2[cH:8][cH:9][cH:10][cH:11][c:12]12)[O:14][c:15]1[cH:16][cH:17][c:18]([I:19])[cH:20][cH:21]1. Starting materials: O (water), [H-].C(C(C)C)[Al+]CC(C)C (diisobutylaluminum hydride), [C@@H]([C@H](C(=O)[O-])O)(C(=O)[O-])O.[Na+].[K+] (Rochelle's salt), COC(=O)C=1C(=NC=2C=C3C(=CC2C1CN1CCN(CC1)C)OCCO3)Cl (7-chloro-9-(4-methyl-piperazin-1-yl-methyl)-2,3-dihydro[1,4]dioxino[2,3-g]quinoline-8-carboxylic acid methyl ester). Run in C(Cl)Cl (methylene chloride), C(Cl)Cl (methylene chloride). Conditions: time 4 hour. Yields the product ClC1=NC=2C=C3C(=CC2C(=C1CO)CN1CCN(CC1)C)OCCO3 ([7-chloro-9-(4-methyl-piperazin-1-ylmethyl)-2,3-dihydro-[1,4]dioxino[2,3-g]quinolin-8-yl]-methanol). RXN SMILES: O.C[O:3][C:4]([C:6]1[C:7]([Cl:28])=[N:8][C:9]2[CH:10]=[C:11]3[O:27][CH2:26][CH2:25][O:24][C:12]3=[CH:13][C:14]=2[C:15]=1[CH2:16][N:17]1[CH2:22][CH2:21][N:20]([CH3:23])[CH2:19][CH2:18]1)=O.[H-].C([Al+]CC(C)C)C(C)C.[C@H](O)(C([O-])=O)[C@@H](O)C([O-])=O.[Na+].[K+]>C(Cl)Cl>[Cl:28][C:7]1[C:6]([CH2:4][OH:3])=[C:15]([CH2:16][N:17]2[CH2:18][CH2:19][N:20]([CH3:23])[CH2:21][CH2:22]2)[C:14]2[CH:13]=[C:12]3[O:24][CH2:25][CH2:26][O:27][C:11]3=[CH:10][C:9]=2[N:8]=1 |f:2.3,4.5.6|. Procedure details: A 4-necked 5-L round-bottom flask is equipped with an overhead mechanical stirrer, a water-cooled condenser and nitrogen flow is maintained. The flask is charged with [7-chloro-9-(4-methyl-piperazin-1-yl-methyl)-2,3-dihydro[1,4]dioxino[2,3-g]quinoline-8-carboxylic acid methyl ester (194 g, 495 mol), prepared as in example 13d, as a solution in 1 L of methylene chloride. To the solution is added 1M diisobutylaluminum hydride in methylene chloride (2.00 L, 2.00 mol) over 15 min. The solution is he... Starting materials: CCOC(=O)c1cc(C)on1, ClCCl, Cl, [Li+], [OH-], O, O=S(Cl)Cl. Product: Cc1cc(C(=O)Cl)no1. As a reaction SMILES: [CH3:1][c:2]1[cH:3][c:4]([C:7]([O:9][CH2:8][CH3:10])=[O:11])[n:5][o:6]1.[Cl:20][CH2:21][Cl:22].[ClH:15].[Li+:14].[OH-:13].[OH2:12].[S:16]([Cl:17])([Cl:18])=[O:19]>>[CH3:1][c:2]1[cH:3][c:4]([C:7](=[O:9])[Cl:18])[n:5][o:6]1. The reactants are CCCC(=O)c1cccc2c1CC(N(CCC)CCC)CC2, CO, Cl, NO, [NH4+], [OH-], O. Yields the product CCCC(=NO)c1cccc2c1CC(N(CCC)CCC)CC2. As a reaction SMILES: [CH2:1]([CH2:2][CH3:3])[N:4]([CH:5]1[CH2:6][c:7]2[c:8]([C:15]([CH2:16][CH2:17][CH3:18])=[O:19])[cH:9][cH:10][cH:11][c:12]2[CH2:13][CH2:14]1)[CH2:20][CH2:21][CH3:22].[CH3:28][OH:29].[ClH:23].[NH2:24][OH:25].[NH4+:26].[OH-:27].[OH2:30]>>[CH2:1]([CH2:2][CH3:3])[N:4]([CH:5]1[CH2:6][c:7]2[c:8]([C:15]([CH2:16][CH2:17][CH3:18])=[N:24][OH:25])[cH:9][cH:10][cH:11][c:12]2[CH2:13][CH2:14]1)[CH2:20][CH2:21][CH3:22]. The reactants are NC1(CCCC1)C(=O)OCC (ethyl 1-amino-1-cyclopentanecarboxylate), C(C1=CC=CC=C1)OC(=O)N[C@@H](CC(C)C)C(=O)N[C@@H](C)C(=O)O (benzyloxycarbonylleucyl-alanine), ON1C(CCC1=O)=O (N-hydroxysuccinimide), Cl (hydrochloride), C1(CCCCC1)N=C=NC1CCCCC1 (N,N'-dicyclohexyl-carbodiimide), C(C)N1CCCCC1 (N-ethylpiperidine). Solvent: CN(C=O)C (dimethylformamide), CN(C=O)C (dimethylformamide). Conditions: temperature -5 celsius, time 1 hour. The product is C(C1=CC=CC=C1)OC(=O)N[C@@H](CC(C)C)C(=O)N[C@@H](C)C(=O)C1C(CCC1)(C(=O)OCC)N (Ethyl benzyloxycarbonylleucyl-alanyl-1-amino-1-cyclopentanecarboxylate). Yield: 80.0%. Reaction SMILES: [CH2:1]([O:8][C:9]([NH:11][C@H:12]([C:17]([NH:19][C@H:20]([C:22]([OH:24])=O)[CH3:21])=[O:18])[CH2:13][CH:14]([CH3:16])[CH3:15])=[O:10])[C:2]1[CH:7]=[CH:6][CH:5]=[CH:4][CH:3]=1.ON1C(=O)CCC1=O.C1(N=C=NC2CCCCC2)CCCCC1.[NH2:48][C:49]1([C:54]([O:56][CH2:57][CH3:58])=[O:55])[CH2:53][CH2:52][CH2:51][CH2:50]1.Cl.C(N1CCCCC1)C>CN(C)C=O>[CH2:1]([O:8][C:9]([NH:11][C@H:12]([C:17]([NH:19][C@H:20]([C:22]([CH:50]1[CH2:51][CH2:52][CH2:53][C:49]1([NH2:48])[C:54]([O:56][CH2:57][CH3:58])=[O:55])=[O:24])[CH3:21])=[O:18])[CH2:13][CH:14]([CH3:15])[CH3:16])=[O:10])[C:2]1[CH:3]=[CH:4][CH:5]=[CH:6][CH:7]=1. Procedure: To a solution of benzyloxycarbonylleucyl-alanine (6.72 g, 20 mmoles) in dimethylformamide (70 ml) was added N-hydroxysuccinimide (2.3 g. 20 mmoles) and on cooling to -5° C. N,N'-dicyclohexyl-carbodiimide (4.4 g) was admixed. After 1 hour of stirring and cooling (-5° C.) there was added a dimethylformamide (40 ml) solution of ethyl 1-amino-1-cyclopentanecarboxylate liberated from its hydrochloride (3.86 g, 20 mmoles) with N-ethylpiperidine (2.8 ml) and the reaction mixture was stirred for further... The reactants are Cl (HCl), C(CCCCCC#C)O (Oct-7-yn-1-ol), [Na+].[Cl-] (NaCl), N(=[N+]=[N-])CC1=CC=CC=C1 ((Azidomethyl)benzene), O=C1C(O)=C([O-])[C@H](O1)[C@@H](O)CO.[Na+] (sodium L-ascorbate). Reagents/catalysts: C(C)(=O)[O-].[Cu+2].C(C)(=O)[O-] (copper (II) acetate). The solvent is O (water), CC(C)(C)O (tBuOH). Conditions: time 8 hour. Yields the product C(C1=CC=CC=C1)N1N=NC(=C1)CCCCCCO (6-(1-benzyl-1H-1,2,3-triazol-4-yl)hexan-1-ol). As a reaction SMILES: [CH2:1]([OH:9])[CH2:2][CH2:3][CH2:4][CH2:5][CH2:6][C:7]#[CH:8].[N:10]([CH2:13][C:14]1[CH:19]=[CH:18][CH:17]=[CH:16][CH:15]=1)=[N+:11]=[N-:12].O=C1O[C@H]([C@H](CO)O)C([O-])=C1O.[Na+].Cl.[Na+].[Cl-]>CC(O)(C)C.C([O-])(=O)C.[Cu+2].C([O-])(=O)C.O>[CH2:13]([N:10]1[CH:8]=[C:7]([CH2:6][CH2:5][CH2:4][CH2:3][CH2:2][CH2:1][OH:9])[N:12]=[N:11]1)[C:14]1[CH:19]=[CH:18][CH:17]=[CH:16][CH:15]=1 |f:2.3,5.6,8.9.10|. Procedure: Oct-7-yn-1-ol (0.948 g, 7.51 mmol) was dissolved in tBuOH (100 mL) and water (100 mL) to give a colourless solution. (Azidomethyl)benzene (1 g, 7.51 mmol), copper (II) acetate (0.136 g, 0.751 mmol) and sodium L-ascorbate (0.298 g, 1.502 mmol) were added. The reaction was left to stir overnight at room temperature, then was acidified to pH1 using 6M HCl. The mixture was saturated with solid NaCl and concentrated under pressure to give a green slurry. This was extracted with EtOAc, and the organic... Reactants: CC(C)(C)OC(=O)N1CCN(c2nccnc2N2CCCCC2)CC1, ClCCl, O=C(O)C(F)(F)F. Yields the product c1cnc(N2CCNCC2)c(N2CCCCC2)n1. Reaction SMILES: [C:8]([O:9][C:10](=[O:11])[N:15]1[CH2:16][CH2:17][N:18]([c:21]2[n:22][cH:23][cH:24][n:25][c:26]2[N:27]2[CH2:28][CH2:29][CH2:30][CH2:31][CH2:32]2)[CH2:19][CH2:20]1)([CH3:12])([CH3:13])[CH3:14].[Cl:33][CH2:34][Cl:35].[OH:1][C:2]([C:3]([F:4])([F:5])[F:6])=[O:7]>>[NH:15]1[CH2:16][CH2:17][N:18]([c:21]2[n:22][cH:23][cH:24][n:25][c:26]2[N:27]2[CH2:28][CH2:29][CH2:30][CH2:31][CH2:32]2)[CH2:19][CH2:20]1. The reactants are [H-].[Na+] (Sodium hydride), ice, BrC=1C=C(C=CC1F)NC(CCCCl)=O (N-(3-bromo-4-fluoro-phenyl)-4-chloro-butanamide). Run in C1CCOC1 (THF). Reaction conditions: time 2 hour. Product: BrC=1C=C(C=CC1F)N1C(CCC1)=O (N-(3-Bromo-4-fluoro-phenyl)pyrrolidin-2-one). Isolated yield 86.0%. As a reaction SMILES: [H-].[Na+].[Br:3][C:4]1[CH:5]=[C:6]([NH:11][C:12](=[O:17])[CH2:13][CH2:14][CH2:15]Cl)[CH:7]=[CH:8][C:9]=1[F:10]>C1COCC1>[Br:3][C:4]1[CH:5]=[C:6]([N:11]2[CH2:15][CH2:14][CH2:13][C:12]2=[O:17])[CH:7]=[CH:8][C:9]=1[F:10] |f:0.1|. Reported procedure: 60% Sodium hydride in oil dispersion (1.2 g, 29.88 mmol) was added portionwise over 5 mins to an ice-cooled, stirred solution of N-(3-bromo-4-fluoro-phenyl)-4-chloro-butanamide (which may be prepared as described in Description 57) (8 g, 27.16 mmol) in dry THF (150 mL) under N2. After cooling for a further 5 mins the cooling bath was removed and the mixture stirred at ambient temp for 2 hours. The reaction mixture was then treated with AcOH (1 ml) by dropwise addition. The mixture was evaporated... Reaction conditions: temperature 130 celsius. Procedure details: To a mixture of 4-(4,4,5,5-tetramethyl-1,3,2-dioxaborolan-2-yl)-6-(trifluoromethyl)-1H-indazole (0.05 g, 0.160 mmol), 5-iodo-6-methylpyridin-2-amine (0.025 g, 0.107 mmol) and PdCl2(dppf) (0.012 g, 0.016 mmol) in dioxane (1.5 mL) was added 2N sodium carbonate (0.160 mL, 0.320 mmol). The reaction mixture was heated in a microwave reactor at 130° C. for 50 minutes. LCMS showed incomplete conversion of the starting material, so the reaction mixture was heated at 130° C. for an additional 50 minutes.... The product is C(=O)(C(F)(F)F)O (TFA), CC1=C(C=CC(=N1)N)C1=C2C=NNC2=CC(=C1)C(F)(F)F (6-methyl-5-(6-(trifluoromethyl)-1H-indazol-4-yl)pyridin-2-amine). Reagents/catalysts: C1=CC=C(C=C1)P([C-]2C=CC=C2)C3=CC=CC=C3.C1=CC=C(C=C1)P([C-]2C=CC=C2)C3=CC=CC=C3.Cl[Pd]Cl.[Fe+2] (PdCl2(dppf)). The solvent is O1CCOCC1 (dioxane). Reactants: C([O-])([O-])=O.[Na+].[Na+] (sodium carbonate), CC1(OB(OC1(C)C)C1=C2C=NNC2=CC(=C1)C(F)(F)F)C (4-(4,4,5,5-tetramethyl-1,3,2-dioxaborolan-2-yl)-6-(trifluoromethyl)-1H-indazole), IC=1C=CC(=NC1C)N (5-iodo-6-methylpyridin-2-amine). Reaction SMILES: CC1(C)C(C)(C)OB([C:9]2[CH:17]=[C:16]([C:18]([F:21])([F:20])[F:19])[CH:15]=[C:14]3[C:10]=2[CH:11]=[N:12][NH:13]3)O1.I[C:24]1[CH:25]=[CH:26][C:27]([NH2:31])=[N:28][C:29]=1[CH3:30].[C:32](=[O:35])([O-])[O-:33].[Na+].[Na+]>O1CCOCC1.C1C=CC(P(C2C=CC=CC=2)[C-]2C=CC=C2)=CC=1.C1C=CC(P(C2C=CC=CC=2)[C-]2C=CC=C2)=CC=1.Cl[Pd]Cl.[Fe+2]>[C:32]([OH:33])([C:18]([F:21])([F:20])[F:19])=[O:35].[CH3:30][C:29]1[N:28]=[C:27]([NH2:31])[CH:26]=[CH:25][C:24]=1[C:9]1[CH:17]=[C:16]([C:18]([F:19])([F:20])[F:21])[CH:15]=[C:14]2[C:10]=1[CH:11]=[N:12][NH:13]2 |f:2.3.4,6.7.8.9|.